From a dataset of the Open Reaction Database (ORD), a public repository of structured organic reaction records. describe an organic reaction: reactants, conditions, products, and yield The reactants are C[Li] (Methyllithium), CC=1N=CSC1 (4-Methylthiazole), C(CCC)[Sn](CCCC)(CCCC)Cl (Tri-n-butyltin chloride). Solvent: CCOCC (Et2O). Conditions: temperature -78 celsius, time 1 hour. The product is CC=1N=C(SC1)[Sn](CCCC)(CCCC)CCCC (4-Methyl-2-tributylstannanyl-thiazole). Reaction SMILES: [CH3:1][C:2]1[N:3]=[CH:4][S:5][CH:6]=1.C[Li].[CH2:9]([Sn:13](Cl)([CH2:18][CH2:19][CH2:20][CH3:21])[CH2:14][CH2:15][CH2:16][CH3:17])[CH2:10][CH2:11][CH3:12]>CCOCC>[CH3:1][C:2]1[N:3]=[C:4]([Sn:13]([CH2:14][CH2:15][CH2:16][CH3:17])([CH2:18][CH2:19][CH2:20][CH3:21])[CH2:9][CH2:10][CH2:11][CH3:12])[S:5][CH:6]=1. Procedure: 4-Methylthiazole (0.5 ml, 5.50 mmol) was dissolved in Et2O (10 ml) and cooled to −78° C. Methyllithium (1.6 M in hexanes, 5.15 ml, 8.24 mmol) was added slowly and the mixture stirred at −78° C. for 1 hour. Tri-n-butyltin chloride (1.640 ml, 6.05 mmol) was then added slowly, the mixture stirred briefly at −78° C. then allowed to warm to RT and stirred overnight. The reaction mixture was quenched with water and extracted with Et2O. The organic phase was washed with brine, dried over sodium sulphat...